From a dataset of the Open Reaction Database (ORD), a public repository of structured organic reaction records. describe an organic reaction: reactants, conditions, products, and yield Reactants: CCO, O=Cc1ccc(Cl)c(Cl)c1, Nc1ccc(C2SC(=O)NC2=O)cc1. Product: O=C1NC(=O)C(c2ccc(N=Cc3ccc(Cl)c(Cl)c3)cc2)S1. As a reaction SMILES: [CH3:25][CH2:26][OH:27].[Cl:15][c:16]1[cH:17][c:18]([CH:19]=[O:20])[cH:21][cH:22][c:23]1[Cl:24].[NH2:1][c:2]1[cH:3][cH:4][c:5]([CH:8]2[C:9](=[O:14])[NH:10][C:11](=[O:13])[S:12]2)[cH:6][cH:7]1>>[N:1]([c:2]1[cH:3][cH:4][c:5]([CH:8]2[C:9](=[O:14])[NH:10][C:11](=[O:13])[S:12]2)[cH:6][cH:7]1)=[CH:19][c:18]1[cH:17][c:16]([Cl:15])[c:23]([Cl:24])[cH:22][cH:21]1. Starting materials: CC(=O)OC1CN(C(=O)C(NC(=O)OC(C)(C)C)C(C)C)CCC1Br, C1CCC2=NCCCN2CC1, Cc1ccccc1. Yields the product CC(=O)OC1C=CCN(C(=O)C(NC(=O)OC(C)(C)C)C(C)C)C1. RXN SMILES: [C:1]([CH3:2])(=[O:3])[O:4][CH:5]1[CH2:6][N:7]([C:12]([CH:13]([NH:14][C:15](=[O:16])[O:17][C:18]([CH3:19])([CH3:20])[CH3:21])[CH:22]([CH3:23])[CH3:24])=[O:25])[CH2:8][CH2:9][CH:10]1[Br:11].[CH2:26]1[CH2:27][CH2:28][C:29]2=[N:34][CH2:33][CH2:32][CH2:31][N:30]2[CH2:35][CH2:36]1.[CH3:37][c:38]1[cH:39][cH:40][cH:41][cH:42][cH:43]1>>[C:1]([CH3:2])(=[O:3])[O:4][CH:5]1[CH2:6][N:7]([C:12]([CH:13]([NH:14][C:15](=[O:16])[O:17][C:18]([CH3:19])([CH3:20])[CH3:21])[CH:22]([CH3:23])[CH3:24])=[O:25])[CH2:8][CH:9]=[CH:10]1. Starting materials: NC=1C=NC=CC1 (3-aminopyridine), [Li+].CC(C)[N-]C(C)C (LDA), ClC1=NC(=NC(=C1)Cl)N1C(=NC2=C1C=CC=C2)C(F)F (1-(4,6-Dichloro-2-pyrimidinyl)-2-(difluoromethyl)-1H-benzimidazole), CC(=O)O (HOAc). Solvent: C1CCOC1 (THF), O (water). Conditions: time 10 minute. The product is ClC1=CC(=NC(=N1)N1C(=NC2=C1C=CC=C2)C(F)F)NC=2C=NC=CC2 (6-chloro-2-[2-(difluoromethyl)-1H-benzimidazol-1-yl]-N-(3-pyridinyl)-4-pyrimidinamine). Yield: 67.0%. Reaction SMILES: Cl[C:2]1[CH:7]=[C:6]([Cl:8])[N:5]=[C:4]([N:9]2[C:13]3[CH:14]=[CH:15][CH:16]=[CH:17][C:12]=3[N:11]=[C:10]2[CH:18]([F:20])[F:19])[N:3]=1.[NH2:21][C:22]1[CH:23]=[N:24][CH:25]=[CH:26][CH:27]=1.[Li+].CC([N-]C(C)C)C.CC(O)=O>C1COCC1.O>[Cl:8][C:6]1[N:5]=[C:4]([N:9]2[C:13]3[CH:14]=[CH:15][CH:16]=[CH:17][C:12]=3[N:11]=[C:10]2[CH:18]([F:20])[F:19])[N:3]=[C:2]([NH:21][C:22]2[CH:23]=[N:24][CH:25]=[CH:26][CH:27]=2)[CH:7]=1 |f:2.3|. Procedure details: 1-(4,6-Dichloro-2-pyrimidinyl)-2-(difluoromethyl)-1H-benzimidazole (International Publ. No. WO 2002/088112, the disclosure of which is incorporated herein by reference in its entirety) (0.315 g, 1 mmol) was added to a mixture of 3-aminopyridine (0.28 g, 3 mmol) and LDA (1.5 mL, 2 M in THF, 3 mmol) in 10 mL THF at room temperature. After 10 min, the mixture was neutralized with HOAc, diluted with water, extracted with EtOAc, and dried (Na2SO4). Chromatography on silica, eluting with CH2Cl2/EtOAc ... The reactants are C([O-])([O-])=O.[K+].[K+] (potassium carbonate), FC(C1=C(C=CC=C1)O)(F)F (2-(trifluoromethyl)phenol), ClCC=1C=C2C[C@H](CC2=CC1)NS(=O)(=O)C(C)C ((S)-N-(5-(chloromethyl)-2,3-dihydro-1H-inden-2-yl)propane-2-sulfonamide). The solvent is CN(C)C=O (DMF). Reaction conditions: temperature 120 celsius. Product: FC(C1=C(OCC=2C=C3C[C@H](CC3=CC2)NS(=O)(=O)C(C)C)C=CC=C1)(F)F ((S)-N-(5-((2-(trifluoromethyl)phenoxy)methyl)-2,3-dihydro-1H-inden-2-yl)propane-2-sulfonamide). Isolated yield 27.8%. Reaction SMILES: C(=O)([O-])[O-].[K+].[K+].[F:7][C:8]([F:17])([F:16])[C:9]1[CH:14]=[CH:13][CH:12]=[CH:11][C:10]=1[OH:15].Cl[CH2:19][C:20]1[CH:21]=[C:22]2[C:26](=[CH:27][CH:28]=1)[CH2:25][C@H:24]([NH:29][S:30]([CH:33]([CH3:35])[CH3:34])(=[O:32])=[O:31])[CH2:23]2>CN(C=O)C>[F:7][C:8]([F:16])([F:17])[C:9]1[CH:14]=[CH:13][CH:12]=[CH:11][C:10]=1[O:15][CH2:19][C:20]1[CH:21]=[C:22]2[C:26](=[CH:27][CH:28]=1)[CH2:25][C@H:24]([NH:29][S:30]([CH:33]([CH3:35])[CH3:34])(=[O:32])=[O:31])[CH2:23]2 |f:0.1.2|. Procedure details: A mixture of potassium carbonate (0.174 mmol, 24.01 mg), 2-(trifluoromethyl)phenol (0.087 mmol, 14.08 mg), and (S)-N-(5-(chloromethyl)-2,3-dihydro-1H-inden-2-yl)propane-2-sulfonamide (0.087 mmol, 25 mg) in DMF (2 mL) was heated at 120° C. for 900 s in a Smith Synthesiser microwave. The reaction mixture was concentrated to dryness before DCM (2 mL) and H2O (2 mL) was added and the reaction mixture filtered through a hydrophobic frit washing with further DCM (2 mL). The DCM layer was concentrated ...